Task: describe an organic reaction: reactants, conditions, products, and yield. Dataset: the Open Reaction Database (ORD), a public repository of structured organic reaction records The reactants are ClCCl, C=C(C#N)C(OC)OC, COc1ccc(C)cc1OC, [Cl-]. The product is COC=C(C#N)Cc1cc(OC)c(OC)cc1C. As a reaction SMILES: [CH2:22]([Cl:23])[Cl:24].[CH3:12][O:13][CH:14]([C:15]([C:16]#[N:17])=[CH2:18])[O:19][CH3:20].[CH3:1][O:2][c:3]1[cH:4][c:5]([CH3:11])[cH:6][cH:7][c:8]1[O:9][CH3:10].[Cl-:21]>>[CH3:1][O:2][c:3]1[cH:4][c:5]([CH3:11])[c:6]([CH2:18][C:15](=[CH:14][O:13][CH3:12])[C:16]#[N:17])[cH:7][c:8]1[O:9][CH3:10]. Procedure: Reactions similar to those of Example 51 were performed except for using isopropylsulfonyl chloride instead of methanesulfonyl chloride, and from 64 mg (94 μmol) of 4-(4,4-Difluorocyclohexyl)-3-{fluoro[4-(trifluoromethyl)phenyl]methyl}-7,7-dimethyl-2-(1-{5-[(methylamino)methyl]pyrimidin-2-yl}piperidin-4-yl)-5,6,7,8-tetrahydroquinolin-5-ol, which was prepared by a method similar to that of Example 58, 14 mg of the title compound was obtained as a white solid (yield: 19%). Isolated yield 19.0%. The product is FC1(CCC(CC1)C1=C(C(=NC=2CC(CC(C12)O)(C)C)C1CCN(CC1)C1=NC=C(C=N1)CN(S(=O)(=O)C(C)C)C)C(C1=CC=C(C=C1)C(F)(F)F)F)F (4-(4,4-Difluorocyclohexyl)-3-{fluoro[4-(trifluoromethyl)phenyl]methyl}-7,7-dimethyl-2-[1-(5-{[methyl(propan-2-ylsulfonyl)amino]methyl}pyrimidin-2-yl)piperidin-4-yl]-5,6,7,8-tetrahydroquinolin-5-ol), solid. The reactants are C(C)(C)S(=O)(=O)Cl (isopropylsulfonyl chloride), FC1(CCC(CC1)C1=C(C(=NC=2CC(CC(C12)O)(C)C)C1CCN(CC1)C1=NC=C(C=N1)CNC)C(C1=CC=C(C=C1)C(F)(F)F)F)F (4-(4,4-Difluorocyclohexyl)-3-{fluoro[4-(trifluoromethyl)phenyl]methyl}-7,7-dimethyl-2-(1-{5-[(methylamino)methyl]pyrimidin-2-yl}piperidin-4-yl)-5,6,7,8-tetrahydroquinolin-5-ol). Reaction SMILES: [CH:1]([S:4](Cl)(=[O:6])=[O:5])([CH3:3])[CH3:2].[F:8][C:9]1([F:55])[CH2:14][CH2:13][CH:12]([C:15]2[C:24]3[CH:23]([OH:25])[CH2:22][C:21]([CH3:27])([CH3:26])[CH2:20][C:19]=3[N:18]=[C:17]([CH:28]3[CH2:33][CH2:32][N:31]([C:34]4[N:39]=[CH:38][C:37]([CH2:40][NH:41][CH3:42])=[CH:36][N:35]=4)[CH2:30][CH2:29]3)[C:16]=2[CH:43]([F:54])[C:44]2[CH:49]=[CH:48][C:47]([C:50]([F:53])([F:52])[F:51])=[CH:46][CH:45]=2)[CH2:11][CH2:10]1>>[F:55][C:9]1([F:8])[CH2:10][CH2:11][CH:12]([C:15]2[C:24]3[CH:23]([OH:25])[CH2:22][C:21]([CH3:27])([CH3:26])[CH2:20][C:19]=3[N:18]=[C:17]([CH:28]3[CH2:29][CH2:30][N:31]([C:34]4[N:39]=[CH:38][C:37]([CH2:40][N:41]([CH3:42])[S:4]([CH:1]([CH3:3])[CH3:2])(=[O:6])=[O:5])=[CH:36][N:35]=4)[CH2:32][CH2:33]3)[C:16]=2[CH:43]([F:54])[C:44]2[CH:45]=[CH:46][C:47]([C:50]([F:51])([F:53])[F:52])=[CH:48][CH:49]=2)[CH2:13][CH2:14]1.